Dataset: the Open Reaction Database (ORD), a public repository of structured organic reaction records. Task: describe an organic reaction: reactants, conditions, products, and yield Starting materials: C(C)(C)(C)OC(NC1=C(C=C(C=C1)C(F)(F)F)N)=O ((2-amino-4-trifluoromethyl-phenyl)-carbamic acid tert-butyl ester), C(C)(C)(C)OC(CC(=O)C1=CC(=CC=C1)C=1C=NC(=CC1)CC)=O (3-[3-(6-ethyl-pyridin-3-yl)-phenyl]-3-oxo-propionic acid tert-butyl ester). Product: C(C)(C)(C)OC(NC1=C(C=C(C=C1)C(F)(F)F)NC(CC(=O)C1=CC(=CC=C1)C=1C=NC(=CC1)CC)=O)=O ((2-{3-[3-(6-Ethyl-pyridin-3-yl)-phenyl]-3-oxo-propionylamino}-4-trifluoromethyl-phenyl)-carbamic acid tert-butyl ester). RXN SMILES: [C:1]([O:5][C:6](=[O:19])[NH:7][C:8]1[CH:13]=[CH:12][C:11]([C:14]([F:17])([F:16])[F:15])=[CH:10][C:9]=1[NH2:18])([CH3:4])([CH3:3])[CH3:2].C([O:24][C:25](=O)[CH2:26][C:27]([C:29]1[CH:34]=[CH:33][CH:32]=[C:31]([C:35]2[CH:36]=[N:37][C:38]([CH2:41][CH3:42])=[CH:39][CH:40]=2)[CH:30]=1)=[O:28])(C)(C)C>>[C:1]([O:5][C:6](=[O:19])[NH:7][C:8]1[CH:13]=[CH:12][C:11]([C:14]([F:17])([F:16])[F:15])=[CH:10][C:9]=1[NH:18][C:25](=[O:24])[CH2:26][C:27]([C:29]1[CH:34]=[CH:33][CH:32]=[C:31]([C:35]2[CH:36]=[N:37][C:38]([CH2:41][CH3:42])=[CH:39][CH:40]=2)[CH:30]=1)=[O:28])([CH3:4])([CH3:2])[CH3:3]. Reported procedure: The title compound was prepared from (2-amino-4-trifluoromethyl-phenyl)-carbamic acid tert-butyl ester (Example J3) (207 mg, 0.75 mmol) and 3-[3-(6-ethyl-pyridin-3-yl)-phenyl]-3-oxo-propionic acid tert-butyl ester (Example K23) (244 mg, 0.75 mmol) according to the general procedure M. Obtained as an amorphous yellow substance (296 mg, 75%). Reactants: C1(=CC=CC=C1)C1=CC(CCC1)=O (3-phenyl-2-cyclohexen-1-one), C(C)(C)[N-]C(C)C.[Li+] (lithium diisopropylamide), BrCC(=O)OCC (ethyl bromoacetate), C(=O)(OCC)CC1CCC(=CC1=O)C (6-(carbethoxymethyl)-3-methyl-2-cyclohexen-1-one). Solvent: C1CCOC1 (THF), C1CCOC1 (THF). Product: C(=O)(OCC)CC1CCC(=CC1=O)C1=CC=CC=C1 (6-(carbethoxymethyl)-3-phenyl-2-cyclohexen-1-one). The yield is 86.8%. RXN SMILES: [C:1]1([C:7]2[CH2:12][CH2:11][CH2:10][C:9](=[O:13])[CH:8]=2)[CH:6]=[CH:5][CH:4]=[CH:3][CH:2]=1.C([N-]C(C)C)(C)C.[Li+].Br[CH2:23][C:24]([O:26][CH2:27][CH3:28])=[O:25].C(CC1C(=O)C=C(C)CC1)(OCC)=O>C1COCC1>[C:24]([CH2:23][CH:10]1[C:9](=[O:13])[CH:8]=[C:7]([C:1]2[CH:6]=[CH:5][CH:4]=[CH:3][CH:2]=2)[CH2:12][CH2:11]1)([O:26][CH2:27][CH3:28])=[O:25] |f:1.2|. Reported procedure: The reaction of 3-phenyl-2-cyclohexen-1-one (3.0 g, 17.4 mmoles) in 10 ml of THF with lithium diisopropylamide (19.2 mmoles) followed by ethyl bromoacetate (3.5 g, 20.9 mmoles) in 10 ml of THF, at -78° C. under argon, was conducted in a similar manner to the synthesis of 6-(carbethoxymethyl)-3-methyl-2-cyclohexen-1-one described in Example II. A yield of 3.90 g (87%) of 6-(carbethoxymethyl)-3-phenyl-2-cyclohexen-1-one was obtained. Yields the product ClC1=C(C#N)C(=CC(=C1)Cl)COC (2,4-dichloro-6-(methoxymethyl)benzonitrile). Reaction SMILES: Br[CH2:2][C:3]1[CH:10]=[C:9]([Cl:11])[CH:8]=[C:7]([Cl:12])[C:4]=1[C:5]#[N:6].[CH3:13][O-:14].[Na+]>CO.CCOC(C)=O>[Cl:12][C:7]1[CH:8]=[C:9]([Cl:11])[CH:10]=[C:3]([CH2:2][O:14][CH3:13])[C:4]=1[C:5]#[N:6] |f:1.2|. The reactants are BrCC1=C(C#N)C(=CC(=C1)Cl)Cl (2-(bromomethyl)-4,6-dichlorobenzonitrile), C[O-].[Na+] (NaOMe). Conditions: temperature 50 celsius. Procedure details: To a suspension of 2-(bromomethyl)-4,6-dichlorobenzonitrile (1.04 mmol) (A.2.2.1.) in 2.5 mL MeOH was added a solution of NaOMe (1.27 mmol, 0.5M in MeOH). The reaction mixture was heated to 50° C. for 1 h. The mixture was conc. in vacuo, redissolved in EtOAc and it was then washed twice with an aq. soln. of KHSO4, twice with a sat. aq. NaHCO3 soln. and once with brine. The org. layer was dried over MgSO4 and conc. in vacuo to give the desired product as orange oil. Run in CO (MeOH), CCOC(=O)C (EtOAc). Reactants: CC1(CC(CC(C1)(C)C)=C(C1=CC=C(C=C1)O)C1=CC=C(C=C1)O)C (4,4′-[(3,3,5,5-tetramethylcyclohexylidene)methanediyl]diphenol), C(=O)([O-])[O-].[K+].[K+] (K2CO3), BrC(C(=O)OCC)(C)C (ethyl 2-bromo-2-methylpropanoate). Solvent: CC(=O)C (acetone). The product is OC1=CC=C(C=C1)C(C1=CC=C(C=C1)OC(C(=O)OCC)(C)C)=C1CC(CC(C1)(C)C)(C)C (Ethyl 2-({4-[(4-hydroxyphenyl)(3,3,5,5-tetramethylcyclohexylidene)methyl]phenyl}oxy)-2-methylpropanoate). Isolated yield 34.7%. As a reaction SMILES: [CH3:1][C:2]1([CH3:25])[CH2:7][C:6]([CH3:9])([CH3:8])[CH2:5][C:4](=[C:10]([C:18]2[CH:23]=[CH:22][C:21]([OH:24])=[CH:20][CH:19]=2)[C:11]2[CH:16]=[CH:15][C:14]([OH:17])=[CH:13][CH:12]=2)[CH2:3]1.C([O-])([O-])=O.[K+].[K+].Br[C:33]([CH3:40])([CH3:39])[C:34]([O:36][CH2:37][CH3:38])=[O:35]>CC(C)=O>[OH:24][C:21]1[CH:20]=[CH:19][C:18]([C:10](=[C:4]2[CH2:3][C:2]([CH3:25])([CH3:1])[CH2:7][C:6]([CH3:8])([CH3:9])[CH2:5]2)[C:11]2[CH:12]=[CH:13][C:14]([O:17][C:33]([CH3:40])([CH3:39])[C:34]([O:36][CH2:37][CH3:38])=[O:35])=[CH:15][CH:16]=2)=[CH:23][CH:22]=1 |f:1.2.3|. Procedure: The O-alkylation procedure described for 190 was employed. To a suspension of 4,4′-[(3,3,5,5-tetramethylcyclohexylidene)methanediyl]diphenol (219) (0.500 g, 1.74 mmol), K2CO3 (0.257 g, 1.86 mmol), and acetone (75 mL) was added ethyl 2-bromo-2-methylpropanoate (0.33 mL, 2.3 mmol) at RT. The reaction mixture was refluxed for 48 h, and filtered. The filtrate was concentrated and purified to afford 0.272 g (40%) of compound 227 as a white foam. In addition, 0.200 g of unreacted SM was recovered. 1H ... Starting materials: COC([C@H](CC1=CC=C(C=C1)OC1=C(C(=NC=C1)C)C)NC(=O)OC(C)(C)C)=O ((S)-2-tert-Butoxycarbonylamino-3-[4-(2,3-dimethyl-pyridin-4-yloxy)-phenyl]-propionic acid methyl ester), Cl (HCl). Solvent: C(Cl)Cl (DCM). Reaction conditions: temperature 0 celsius, time 2 hour. Product: Cl.Cl.COC([C@H](CC1=CC=C(C=C1)OC1=C(C(=NC=C1)C)C)N)=O ((S)-2-Amino-3-[4-(2,3-dimethyl-pyridin-4-yloxy)-phenyl]-propionic acid methyl ester dihydrochloride). Reaction SMILES: [CH3:1][O:2][C:3](=[O:29])[C@@H:4]([NH:21]C(OC(C)(C)C)=O)[CH2:5][C:6]1[CH:11]=[CH:10][C:9]([O:12][C:13]2[CH:18]=[CH:17][N:16]=[C:15]([CH3:19])[C:14]=2[CH3:20])=[CH:8][CH:7]=1.[ClH:30]>C(Cl)Cl>[ClH:30].[ClH:30].[CH3:1][O:2][C:3](=[O:29])[C@@H:4]([NH2:21])[CH2:5][C:6]1[CH:7]=[CH:8][C:9]([O:12][C:13]2[CH:18]=[CH:17][N:16]=[C:15]([CH3:19])[C:14]=2[CH3:20])=[CH:10][CH:11]=1 |f:3.4.5|. Reported procedure: (S)-2-tert-Butoxycarbonylamino-3-[4-(2,3-dimethyl-pyridin-4-yloxy)-phenyl]-propionic acid methyl ester (0.2 g) was taken in 4 mL of DCM and cooled to 0° C. and HCl (1 mL, 4N in dioxane) was added and reaction was stirred at room temperature for 2 hours. All volatiles were evaporated and residue was triturated with DCM/hexanes (0.17 g). LCMS (m/z): 302. Starting materials: O=C([O-])[O-], Cc1cc(Nc2nccc(C(F)(F)F)n2)cc(-c2cnc(C3(C#N)CCC4(CC3)OCCO4)s2)c1, CS(C)=O, [K+], [K+], O, OO. The product is Cc1cc(Nc2nccc(C(F)(F)F)n2)cc(-c2cnc(C3(C(N)=O)CCC4(CC3)OCCO4)s2)c1. As a reaction SMILES: [C:36]([O-:37])(=[O:38])[O-:39].[CH3:1][c:2]1[cH:3][c:4](-[c:19]2[cH:20][n:21][c:22]([C:24]3([C:34]#[N:35])[CH2:25][CH2:26][C:27]4([O:28][CH2:29][CH2:30][O:31]4)[CH2:32][CH2:33]3)[s:23]2)[cH:5][c:6]([NH:8][c:9]2[n:10][cH:11][cH:12][c:13]([C:15]([F:16])([F:17])[F:18])[n:14]2)[cH:7]1.[CH3:44][S:45]([CH3:46])=[O:47].[K+:40].[K+:41].[OH2:48].[OH:42][OH:43]>>[CH3:1][c:2]1[cH:3][c:4](-[c:19]2[cH:20][n:21][c:22]([C:24]3([C:34]([NH2:35])=[O:37])[CH2:25][CH2:26][C:27]4([O:28][CH2:29][CH2:30][O:31]4)[CH2:32][CH2:33]3)[s:23]2)[cH:5][c:6]([NH:8][c:9]2[n:10][cH:11][cH:12][c:13]([C:15]([F:16])([F:17])[F:18])[n:14]2)[cH:7]1. Starting materials: COC(=O)c1ccc(NC(=O)CC(CNS(=O)(=O)c2ccc(Oc3ccccc3)cc2)c2ccc3ccccc3c2)cc1OCc1ccccc1, CO, O=C[O-], [NH4+]. Yields the product COC(=O)c1ccc(NC(=O)CC(CNS(=O)(=O)c2ccc(Oc3ccccc3)cc2)c2ccc3ccccc3c2)cc1O. Reaction SMILES: [CH2:1]([c:2]1[cH:3][cH:4][cH:5][cH:6][cH:7]1)[O:8][c:9]1[c:10]([C:11](=[O:12])[O:13][CH3:14])[cH:15][cH:16][c:17]([NH:19][C:20]([CH2:21][CH:22]([CH2:23][NH:24][S:25](=[O:26])(=[O:27])[c:28]2[cH:29][cH:30][c:31]([O:34][c:35]3[cH:36][cH:37][cH:38][cH:39][cH:40]3)[cH:32][cH:33]2)[c:41]2[cH:42][c:43]3[cH:44][cH:45][cH:46][cH:47][c:48]3[cH:49][cH:50]2)=[O:51])[cH:18]1.[CH3:56][OH:57].[CH:52]([O-:53])=[O:54].[NH4+:55]>>[OH:8][c:9]1[c:10]([C:11](=[O:12])[O:13][CH3:14])[cH:15][cH:16][c:17]([NH:19][C:20]([CH2:21][CH:22]([CH2:23][NH:24][S:25](=[O:26])(=[O:27])[c:28]2[cH:29][cH:30][c:31]([O:34][c:35]3[cH:36][cH:37][cH:38][cH:39][cH:40]3)[cH:32][cH:33]2)[c:41]2[cH:42][c:43]3[cH:44][cH:45][cH:46][cH:47][c:48]3[cH:49][cH:50]2)=[O:51])[cH:18]1. Starting materials: C(C)(=O)C1=C(N=C(S1)N1C(N(CC1)CC1=CC=C(C=C1)C(=O)N1CCCCC1)=O)C (1-(5-acetyl-4-methylthiazol-2-yl)-3-(4-(piperidine-1-carbonyl)benzyl)imidazolidin-2-one), C(C)(=O)C1=C(N=C(S1)N1C(N(CC1)CC1=CC=C(C(=O)NC)C=C1)=O)C (4-((3-(5-acetyl-4-methylthiazol-2-yl)-2-oxoimidazolidin-1-yl)methyl)-N-methylbenzamide), COC(C)(N(C)C)OC (N,N-dimethylacetamide dimethyl acetal), O.NN (hydrazine monohydrate). Yields the product CNC(C1=CC=C(C=C1)CN1C(N(CC1)C=1SC(=C(N1)C)C1=CC(=NN1)C)=O)=O (N-methyl-4-((3-(4-methyl-5-(3-methyl-1H-pyrazol-5-yl)thiazol-2-yl)-2-oxoimidazolidin-1-yl)methyl)benzamide). Yield: 80.0%. As a reaction SMILES: [C:1]([C:4]1[S:8][C:7]([N:9]2[CH2:13][CH2:12][N:11]([CH2:14][C:15]3[CH:20]=[CH:19][C:18]([C:21]([N:23]4CCCC[CH2:24]4)=[O:22])=[CH:17][CH:16]=3)[C:10]2=[O:29])=[N:6][C:5]=1[CH3:30])(=O)C.C([C:34]1SC(N2CCN(CC3C=CC(C(NC)=O)=CC=3)C2=O)=[N:36][C:35]=1[CH3:56])(=O)C.COC(OC)([N:61](C)C)C.O.NN>>[CH3:24][NH:23][C:21](=[O:22])[C:18]1[CH:19]=[CH:20][C:15]([CH2:14][N:11]2[CH2:12][CH2:13][N:9]([C:7]3[S:8][C:4]([C:1]4[NH:61][N:36]=[C:35]([CH3:56])[CH:34]=4)=[C:5]([CH3:30])[N:6]=3)[C:10]2=[O:29])=[CH:16][CH:17]=1 |f:3.4|. Procedure: Following the procedure as described in Example 40, making variations as required to replace 1-(5-acetyl-4-methylthiazol-2-yl)-3-(4-(piperidine-1-carbonyl)benzyl)imidazolidin-2-one with 4-((3-(5-acetyl-4-methylthiazol-2-yl)-2-oxoimidazolidin-1-yl)methyl)-N-methylbenzamide to react with N,N-dimethylacetamide dimethyl acetal and further with hydrazine monohydrate, the title compound was obtained as a colorless solid in 80% yield: mp 236-238° C. (ethyl acetate); 1H NMR (300 MHz, DMSO-d6) δ 8.40 (d,... The reactants are BrCc1ccccn1, Br, CN1CCCC1=O, COC(=O)C1CNC(=O)N1C, [H-], [Na+], O. The product is COC(=O)C1CN(Cc2ccccn2)C(=O)N1C. RXN SMILES: [Br:15][CH2:16][c:17]1[n:18][cH:19][cH:20][cH:21][cH:22]1.[BrH:14].[CH3:24][N:25]1[CH2:26][CH2:27][CH2:28][C:29]1=[O:30].[CH3:3][N:4]1[C:5](=[O:13])[NH:6][CH2:7][CH:8]1[C:9](=[O:10])[O:11][CH3:12].[H-:1].[Na+:2].[OH2:23]>>[CH3:3][N:4]1[C:5](=[O:13])[N:6]([CH2:16][c:17]2[n:18][cH:19][cH:20][cH:21][cH:22]2)[CH2:7][CH:8]1[C:9](=[O:10])[O:11][CH3:12].